This data is from the Open Reaction Database (ORD), a public repository of structured organic reaction records. The task is: describe an organic reaction: reactants, conditions, products, and yield Reactants: [OH-].[Na+] (sodium hydroxide), COC1=CC=2C3=C(NC2C=C1)C1=CC=CC=C1C3 (5,10-Dihydro-8-methoxyindeno[1,2-b]indole), C(#N)[BH3-].[Na+] (sodium cyanoborohydride), ice water. Solvent: C(C)(=O)O (acetic acid). Reaction conditions: time 30 minute. Product: COC1=CC=2[C@@H]3[C@H](NC2C=C1)C1=CC=CC=C1C3 (cis-4b,5,9b,10-Tetrahydro-8-methoxyindeno[1,2-b]indole). As a reaction SMILES: [CH3:1][O:2][C:3]1[CH:11]=[CH:10][C:9]2[NH:8][C:7]3[C:12]4[C:17]([CH2:18][C:6]=3[C:5]=2[CH:4]=1)=[CH:16][CH:15]=[CH:14][CH:13]=4.C([BH3-])#N.[Na+].[OH-].[Na+]>C(O)(=O)C>[CH3:1][O:2][C:3]1[CH:11]=[CH:10][C:9]2[NH:8][C@@H:7]3[C:12]4[C:17]([CH2:18][C@@H:6]3[C:5]=2[CH:4]=1)=[CH:16][CH:15]=[CH:14][CH:13]=4 |f:1.2,3.4|. Reported procedure: 5,10-Dihydro-8-methoxyindeno[1,2-b]indole (770 mg, 3.3 mmol) was reacted with sodium cyanoborohydride (1.0 g, 16 mmol), in glacial acetic acid (17 cm3) solution. After 30 minutes, the solution was poured into ice/water, stirred for 1 hour, and neutralised with sodium hydroxide. The colourless reaction mixture was extracted into diethylether, the organic layers, dried (Na2SO4), and concentrated in vacuo. The residue was column chromatographed (10% ethyl acetate/petrol 60°-80° C.) to yield the tit...